From a dataset of the Open Reaction Database (ORD), a public repository of structured organic reaction records. describe an organic reaction: reactants, conditions, products, and yield Starting materials: C(C)C1=CC=C(C=C1)SC (4-(ethyl)thioanisole), CC1=CC=C(C(=O)Cl)C=C1 (4-methylbenzoyl chloride), Cl (hydrochloric acid), ice, [Cl-].[Al+3].[Cl-].[Cl-] (Aluminum chloride), ice. Solvent: ClCCCl (1,2-dichloroethane). Reaction conditions: time 8 hour. Yields the product C(C)C=1C=CC(=C(C(=O)C2=CC=C(C=C2)C)C1)SC (5-Ethyl-4'-methyl-2-(methylthio)benzophenone). Reaction SMILES: [Cl-].[Al+3].[Cl-].[Cl-].[CH2:5]([C:7]1[CH:12]=[CH:11][C:10]([S:13][CH3:14])=[CH:9][CH:8]=1)[CH3:6].[CH3:15][C:16]1[CH:24]=[CH:23][C:19]([C:20](Cl)=[O:21])=[CH:18][CH:17]=1.Cl>ClCCCl>[CH2:5]([C:7]1[CH:8]=[CH:9][C:10]([S:13][CH3:14])=[C:11]([CH:12]=1)[C:20]([C:19]1[CH:23]=[CH:24][C:16]([CH3:15])=[CH:17][CH:18]=1)=[O:21])[CH3:6] |f:0.1.2.3|. Procedure details: Aluminum chloride (10.8g) was added in portions to an ice-cooled, stirred solution of 4-(ethyl)thioanisole (12.3g) and 4-methylbenzoyl chloride (12.5g) in 1,2-dichloroethane (60 ml). The mixture was allowed to come to ambient temperature and was stirred overnight. It was then poured into a mixture of concentrated hydrochloric acid (about 100 ml) and ice (200 gm), which mixture was extracted with chloroform (3 × 100 ml), and the combined organic fractions were washed with 10% w/v aqueous sodium c...